The task is: describe an organic reaction: reactants, conditions, products, and yield. This data is from the Open Reaction Database (ORD), a public repository of structured organic reaction records. Starting materials: O=C(Nc1ccc(Cl)c(C(F)(F)F)c1)Nc1ccc(OCc2ccccc2)cc1O, O=CO, [H-], [Na+]. The product is O=C(Nc1ccc(Cl)c(C(F)(F)F)c1)N1COc2cc(OCc3ccccc3)ccc21. Reaction SMILES: [CH2:1]([c:2]1[cH:3][cH:4][cH:5][cH:6][cH:7]1)[O:8][c:9]1[cH:10][c:11]([OH:30])[c:12]([NH:15][C:16](=[O:17])[NH:18][c:19]2[cH:20][c:21]([C:26]([F:27])([F:28])[F:29])[c:22]([Cl:25])[cH:23][cH:24]2)[cH:13][cH:14]1.[CH:33]([OH:34])=[O:35].[H-:32].[Na+:31]>>[CH2:1]([c:2]1[cH:3][cH:4][cH:5][cH:6][cH:7]1)[O:8][c:9]1[cH:10][c:11]2[c:12]([cH:13][cH:14]1)[N:15]([C:16](=[O:17])[NH:18][c:19]1[cH:20][c:21]([C:26]([F:27])([F:28])[F:29])[c:22]([Cl:25])[cH:23][cH:24]1)[CH2:33][O:30]2. Reactants: Heterocyclic, C(N)(=O)COC1=C(C=CC=C1)OCC(N)=O (1,2-Bis(carbamoylmethoxy)benzene), ClS(=O)(=O)O (chlorosulfonic acid). Solvent: C(Cl)(Cl)Cl (Chloroform). Conditions: temperature 60 celsius. Yields the product C(N)(=O)COC1=C(C=CC=C1)OCC(N)=O (1,2-Bis(carbamoylmethoxy)benzene), C(N)(=O)COC=1C=C(C=CC1OCC(N)=O)S(=O)(=O)Cl (3,4-bis(carbamoylmethoxy)benzenesulfonyl chloride). As a reaction SMILES: [C:1]([CH2:4][O:5][C:6]1[CH:11]=[CH:10][CH:9]=[CH:8][C:7]=1[O:12][CH2:13][C:14](=[O:16])[NH2:15])(=[O:3])[NH2:2].[Cl:17][S:18](O)(=[O:20])=[O:19]>C(Cl)(Cl)Cl>[C:14]([CH2:13][O:12][C:7]1[CH:8]=[CH:9][CH:10]=[CH:11][C:6]=1[O:5][CH2:4][C:1](=[O:3])[NH2:2])(=[O:16])[NH2:15].[C:14]([CH2:13][O:12][C:7]1[CH:8]=[C:9]([S:18]([Cl:17])(=[O:20])=[O:19])[CH:10]=[CH:11][C:6]=1[O:5][CH2:4][C:1](=[O:3])[NH2:2])(=[O:16])[NH2:15]. Procedure details: 1,2-Bis(carbamoylmethoxy)benzene was prepared by a known method (H-S Kim. et al., (1998) J. Heterocyclic Chem., 35, 177-181). 1,2-Bis(carbamoylmethoxy)benzene (4.4 g) was added to chlorosulfonic acid (13 ml) at 0° C. with good stirring. Chloroform (4 ml) was added and warmed to about 60° C. for 2 hours. The reaction mixture was poured into chopped ice. The precipitates were collected, and washed with cold water. The solids were again washed with acetonitrile, and dried in vacuo to yield the titl... Reactants: C1CCOC1, COC(=O)c1ccc(OCc2c(-c3ccc(F)cn3)noc2C)cn1, CO, [Li+], [OH-], O, O. Product: Cc1onc(-c2ccc(F)cn2)c1COc1ccc(C(=O)O)nc1. Reaction SMILES: [CH2:31]1[O:32][CH2:33][CH2:34][CH2:35]1.[CH3:1][O:2][C:3](=[O:4])[c:5]1[n:6][cH:7][c:8]([O:11][CH2:12][c:13]2[c:14](-[c:19]3[n:20][cH:21][c:22]([F:25])[cH:23][cH:24]3)[n:15][o:16][c:17]2[CH3:18])[cH:9][cH:10]1.[CH3:29][OH:30].[Li+:28].[OH-:27].[OH2:26].[OH2:36]>>[O:2]=[C:3]([OH:4])[c:5]1[n:6][cH:7][c:8]([O:11][CH2:12][c:13]2[c:14](-[c:19]3[n:20][cH:21][c:22]([F:25])[cH:23][cH:24]3)[n:15][o:16][c:17]2[CH3:18])[cH:9][cH:10]1. As a reaction SMILES: [Br:1][c:2]1[c:3]([CH2:4][CH:5]([NH2:6])[C:7](=[O:8])[O:9][CH2:10][c:11]2[cH:12][cH:13][cH:14][cH:15][cH:16]2)[cH:17][cH:18][cH:19][cH:20]1.[Br:30][CH:31]([C:32](=[O:33])[Cl:34])[CH3:35].[CH:21]([N:22]([CH:23]([CH3:24])[CH3:25])[CH2:26][CH3:27])([CH3:28])[CH3:29].[Cl:36][CH2:37][Cl:38]>>[Br:1][c:2]1[c:3]([CH2:4][CH:5]([NH:6][C:32]([CH:31]([Br:30])[CH3:35])=[O:33])[C:7](=[O:8])[O:9][CH2:10][c:11]2[cH:12][cH:13][cH:14][cH:15][cH:16]2)[cH:17][cH:18][cH:19][cH:20]1. Yields the product CC(Br)C(=O)NC(Cc1ccccc1Br)C(=O)OCc1ccccc1. The reactants are NC(Cc1ccccc1Br)C(=O)OCc1ccccc1, CC(Br)C(=O)Cl, CCN(C(C)C)C(C)C, ClCCl. Starting materials: ClCCl, C=Cc1cc(C(C)O)nc(Cl)c1OC, O=S(Cl)Cl. The product is C=Cc1cc(C(C)Cl)nc(Cl)c1OC. RXN SMILES: [CH2:19]([Cl:20])[Cl:21].[Cl:1][c:2]1[n:3][c:4]([CH:12]([CH3:13])[OH:14])[cH:5][c:6]([CH:10]=[CH2:11])[c:7]1[O:8][CH3:9].[S:15]([Cl:16])([Cl:17])=[O:18]>>[Cl:1][c:2]1[n:3][c:4]([CH:12]([CH3:13])[Cl:17])[cH:5][c:6]([CH:10]=[CH2:11])[c:7]1[O:8][CH3:9]. Starting materials: CCOCC, CC(C)=CCBr, COC(OC)c1cccc(Br)c1, [Cl-], [Mg], [NH4+], C1CCOC1. Product: COC(OC)c1cccc(CC=C(C)C)c1. Reaction SMILES: [CH2:22]([O:23][CH2:24][CH3:25])[CH3:26].[CH3:14][C:15](=[CH:16][CH2:17][Br:18])[CH3:19].[CH3:2][O:3][CH:4]([c:5]1[cH:6][c:7]([Br:11])[cH:8][cH:9][cH:10]1)[O:12][CH3:13].[Cl-:20].[Mg:1].[NH4+:21].[O:27]1[CH2:28][CH2:29][CH2:30][CH2:31]1>>[CH3:2][O:3][CH:4]([c:5]1[cH:6][c:7]([CH2:17][CH:16]=[C:15]([CH3:14])[CH3:19])[cH:8][cH:9][cH:10]1)[O:12][CH3:13]. The reactants are [BH4-], CCO, O=CC1CCCCC1, CCN(C(C)C)C(C)C, Cl, Cl, NCc1ccnc(-n2[nH]cc(-c3cccnc3)c2=O)c1, [Na+], O. Yields the product O=c1c(-c2cccnc2)c[nH]n1-c1cc(CNCC2CCCCC2)ccn1. As a reaction SMILES: [BH4-:40].[CH3:42][CH2:43][OH:44].[CH:1]1([CH:7]=[O:8])[CH2:2][CH2:3][CH2:4][CH2:5][CH2:6]1.[CH:31]([N:32]([CH:33]([CH3:34])[CH3:35])[CH2:36][CH3:37])([CH3:38])[CH3:39].[ClH:10].[ClH:9].[NH2:11][CH2:12][c:13]1[cH:14][c:15](-[n:19]2[nH:20][cH:21][c:22](-[c:25]3[cH:26][n:27][cH:28][cH:29][cH:30]3)[c:23]2=[O:24])[n:16][cH:17][cH:18]1.[Na+:41].[OH2:45]>>[CH:1]1([CH2:7][NH:11][CH2:12][c:13]2[cH:14][c:15](-[n:19]3[nH:20][cH:21][c:22](-[c:25]4[cH:26][n:27][cH:28][cH:29][cH:30]4)[c:23]3=[O:24])[n:16][cH:17][cH:18]2)[CH2:2][CH2:3][CH2:4][CH2:5][CH2:6]1. Starting materials: CC(C)(C)c1ccc(C(=O)Cl)cc1, ClCCl, CN(C)c1ccncc1, Nc1cc([N+](=O)[O-])ccc1O. The product is CC(C)(C)c1ccc(C(=O)Nc2cc([N+](=O)[O-])ccc2O)cc1. As a reaction SMILES: [C:1]([CH3:2])([CH3:3])([CH3:4])[c:5]1[cH:6][cH:7][c:8]([C:9](=[O:10])[Cl:11])[cH:12][cH:13]1.[CH2:34]([Cl:35])[Cl:36].[CH3:25][N:26]([CH3:27])[c:28]1[cH:29][cH:30][n:31][cH:32][cH:33]1.[NH2:14][c:15]1[c:16]([OH:24])[cH:17][cH:18][c:19]([N+:21](=[O:22])[O-:23])[cH:20]1>>[C:1]([CH3:2])([CH3:3])([CH3:4])[c:5]1[cH:6][cH:7][c:8]([C:9](=[O:10])[NH:14][c:15]2[c:16]([OH:24])[cH:17][cH:18][c:19]([N+:21](=[O:22])[O-:23])[cH:20]2)[cH:12][cH:13]1. Starting materials: BrC=1C=CC(=NC1)F (5-bromo-2-fluoro-pyridine), CN(C)C1CCNCC1 (N,N-dimethyl-piperidin-4-yl-amine). Conditions: temperature 80 celsius. Yields the product BrC=1C=CC(=NC1)N1CCC(CC1)N(C)C ((5′-Bromo-3,4,5,6-tetrahydro-2H-[1,2′]bipyridinyl-4-yl)-dimethyl-amine). Isolated yield 92.3%. Reaction SMILES: [Br:1][C:2]1[CH:3]=[CH:4][C:5](F)=[N:6][CH:7]=1.[CH3:9][N:10]([CH:12]1[CH2:17][CH2:16][NH:15][CH2:14][CH2:13]1)[CH3:11]>>[Br:1][C:2]1[CH:3]=[CH:4][C:5]([N:15]2[CH2:16][CH2:17][CH:12]([N:10]([CH3:11])[CH3:9])[CH2:13][CH2:14]2)=[N:6][CH:7]=1. Procedure: Mix 5-bromo-2-fluoro-pyridine (1.00 g, 5.68 mmol) and N,N-dimethyl-piperidin-4-yl-amine (1.50 g, 11.70 mmol) together and heat to 80° C. for 64 h. Partition the reaction between CH2Cl2 (5 mL) and 1N NaOH (8 mL). Collect the organic phase and extract the aqueous phase with additional CH2Cl2 (2×20 mL). Combine the organic solutions, then dry, filter, and concentrate. Purify the crude material by flash chromatography using an eluent of 5% MeOH (2N NH3)/CH2Cl2 to give 1.49 g (92%) of the title compo... Reactants: ClC1=NC=2C=CC=CC2C2=C1N=C(N2CC2=CC=C(C=C2)OC)O (4-Chloro-1-(4-methoxybenzyl)-1H-imidazo[4,5-c]quinolin-2-ol), N (ammonia), solution. Run in CO (methanol). Run at temperature 150 celsius. The product is NC1=NC=2C=CC=CC2C2=C1N=C(N2CC2=CC=C(C=C2)OC)O (4-amino-1-(4-methoxybenzyl)-1H-imidazo[4,5-c]quinolin-2-ol). As a reaction SMILES: Cl[C:2]1[C:11]2[N:12]=[C:13]([OH:24])[N:14]([CH2:15][C:16]3[CH:21]=[CH:20][C:19]([O:22][CH3:23])=[CH:18][CH:17]=3)[C:10]=2[C:9]2[CH:8]=[CH:7][CH:6]=[CH:5][C:4]=2[N:3]=1.[NH3:25]>CO>[NH2:25][C:2]1[C:11]2[N:12]=[C:13]([OH:24])[N:14]([CH2:15][C:16]3[CH:21]=[CH:20][C:19]([O:22][CH3:23])=[CH:18][CH:17]=3)[C:10]=2[C:9]2[CH:8]=[CH:7][CH:6]=[CH:5][C:4]=2[N:3]=1. Procedure: 4-Chloro-1-(4-methoxybenzyl)-1H-imidazo[4,5-c]quinolin-2-ol (2.0 g, 5.9 mmol) and ammonia (30 mL of a 7 N solution in methanol) were added to a high-pressure vessel, which was sealed and heated at 150° C. for two days. An analysis by LC/MS indicated the reaction was incomplete, and the vessel was sealed and heated at 165° C. for three days. The volatiles were removed under reduced pressure, and the residue was purified twice by automated flash chromatography (silica cartridge, eluting with aqueo...